This data is from the Open Reaction Database (ORD), a public repository of structured organic reaction records. The task is: describe an organic reaction: reactants, conditions, products, and yield The reactants are FC1=CC=C2C(=N1)NC(=N2)CCC (5-fluoro-2-propyl-3H-imidazo[4,5-b]pyridine), FC=1C=CC\2=C(OCC3=C(/C2=C(\C#N)/C)C=CC(=C3)CO)C1 ((E)-2-[3-fluoro-8-(hydroxymethyl)dibenzo[b,e]oxepin-11(6H)-ylidene]propanenitrile). Product: FC=1C=CC\2=C(OCC3=C(/C2=C(\C#N)/C)C=CC(=C3)CN3C(=NC=2C3=NC(=CC2)F)CCC)C1 ((E)-2-{3-fluoro-8-[(5-fluoro-2-propyl-3H-imidazo[4,5-b]pyridin-3-yl)methyl]dibenzo[b,e]oxepin-11(6H)-ylidene}propanenitrile). Isolated yield 42.3%. RXN SMILES: [F:1][C:2]1[N:7]=[C:6]2[NH:8][C:9]([CH2:11][CH2:12][CH3:13])=[N:10][C:5]2=[CH:4][CH:3]=1.[F:14][C:15]1[CH:16]=[CH:17][C:18]2=[C:19]([CH:35]=1)[O:20][CH2:21][C:22]1[CH:32]=[C:31]([CH2:33]O)[CH:30]=[CH:29][C:23]=1/[C:24]/2=[C:25](/[CH3:28])\[C:26]#[N:27]>>[F:14][C:15]1[CH:16]=[CH:17][C:18]2=[C:19]([CH:35]=1)[O:20][CH2:21][C:22]1[CH:32]=[C:31]([CH2:33][N:8]3[C:6]4=[N:7][C:2]([F:1])=[CH:3][CH:4]=[C:5]4[N:10]=[C:9]3[CH2:11][CH2:12][CH3:13])[CH:30]=[CH:29][C:23]=1/[C:24]/2=[C:25](/[CH3:28])\[C:26]#[N:27]. Procedure: [step 3] Using 5-fluoro-2-propyl-3H-imidazo[4,5-b]pyridine (47 mg, 0.262 mmol) obtained in step 2 and (E)-2-[3-fluoro-8-(hydroxymethyl)dibenzo[b,e]oxepin-11(6H)-ylidene]propanenitrile (70 mg, 0.238 mmol) obtained in Reference Example 1, step 5, and in the same manner as in Reference Example 3E, the title compound (46 mg, 42%) was obtained. Reactants: C1(CCCC1)ON1C(C2=CC=CC=C2C1=O)=O (2-(cyclopentyloxy)-1H-isoindole-1,3(2H)-dione), NN (hydrazine), C(C)(C)N(C(C)C)CC (N,N-diisopropylethylamine), [N+](=O)([O-])C1=C(N)C=CC(=C1)S(=O)(=O)Cl (o-nitroaniline-p-sulfonyl chloride). Run in O1CCCC1 (tetrahydrofuran), OS(=O)(=O)[O-].[Na+] (NaHSO4), ClCCl (dichloromethane). Conditions: time 2.5 hour. Yields the product NC1=C(C=C(C=C1)S(=O)(=O)NOC1CCCC1)[N+](=O)[O-] (4-amino-N-(cyclopentyloxy)-3-nitrobenzenesulfonamide). Isolated yield 68.1%. Reaction SMILES: [CH:1]1([O:6][N:7]2C(=O)C3C(=CC=CC=3)C2=O)[CH2:5][CH2:4][CH2:3][CH2:2]1.NN.[N+:20]([C:23]1[CH:29]=[C:28]([S:30](Cl)(=[O:32])=[O:31])[CH:27]=[CH:26][C:24]=1[NH2:25])([O-:22])=[O:21].C(N(CC)C(C)C)(C)C>O1CCCC1.OS([O-])(=O)=O.[Na+].ClCCl>[NH2:25][C:24]1[CH:26]=[CH:27][C:28]([S:30]([NH:7][O:6][CH:1]2[CH2:2][CH2:3][CH2:4][CH2:5]2)(=[O:32])=[O:31])=[CH:29][C:23]=1[N+:20]([O-:22])=[O:21] |f:5.6|. Reported procedure: A solution of 2-(cyclopentyloxy)-1H-isoindole-1,3(2H)-dione (10.00 g, 43.30 mmol) in anhydrous tetrahydrofuran (100 mL) at ambient temperature under an Argon atmosphere was treated with anhydrous hydrazine (1.49 mL, 47.63 mmol). After stirring vigorously for 2.5 hours, the resulting slurry was filtered and washed with approximately 20 mL of anhydrous tetrahydrofuran. The filtrate was combined with o-nitroaniline-p-sulfonyl chloride (11.26 g, 47.63 mmol) and N,N-diisopropylethylamine (9.05 mL, 51... Reactants: C(C)(C)(C)OC(NC1=CC2=CC=CC=C2C=C1OC1CCC(CC1)O)=O ([3-(4-hydroxy-cyclohexyloxy)-naphthalen-2-yl]-carbamic acid tert-butyl ester), FC(C(=O)O)(F)F (trifluoroacetic acid), [OH-].[Na+] (sodium hydroxide). Solvent: ClCCl (dichloromethane). Run at time 16 hour. Yields the product NC=1C(=CC2=CC=CC=C2C1)OC1CCC(CC1)O (4-(3-amino-naphthalen-2-yloxy)-cyclohexanol), NC=1C(=CC2=CC=CC=C2C1)OC1CCC(CC1)OC(C(F)(F)F)=O (trifluoroacetic acid 4-(3-amino-naphthalen-2-yloxy)-cyclohexyl ester). As a reaction SMILES: C(OC(=O)[NH:7][C:8]1[C:17]([O:18][CH:19]2[CH2:24][CH2:23][CH:22]([OH:25])[CH2:21][CH2:20]2)=[CH:16][C:15]2[C:10](=[CH:11][CH:12]=[CH:13][CH:14]=2)[CH:9]=1)(C)(C)C.[F:27][C:28]([F:33])([F:32])[C:29]([OH:31])=[O:30].[OH-].[Na+]>ClCCl>[NH2:7][C:8]1[C:17]([O:18][CH:19]2[CH2:20][CH2:21][CH:22]([OH:25])[CH2:23][CH2:24]2)=[CH:16][C:15]2[C:10]([CH:9]=1)=[CH:11][CH:12]=[CH:13][CH:14]=2.[NH2:7][C:8]1[C:17]([O:18][CH:19]2[CH2:24][CH2:23][CH:22]([O:30][C:29](=[O:31])[C:28]([F:33])([F:32])[F:27])[CH2:21][CH2:20]2)=[CH:16][C:15]2[C:10]([CH:9]=1)=[CH:11][CH:12]=[CH:13][CH:14]=2 |f:2.3|. Procedure details: A mixture of [3-(4-hydroxy-cyclohexyloxy)-naphthalen-2-yl]-carbamic acid tert-butyl ester (0.15 g, 0.58 mmol) and trifluoroacetic acid (0.2 mL) in dichloromethane (5 mL) was stirred at room temperature for 16 hours. The reaction mixture was basified by addition of an aqueous solution of sodium hydroxide and was extracted twice with dichloromethane. The combined organic extracts were dried over anhydrous sodium sulfate, filtered and evaporated under reduced pressure. The crude residue was purifie...